From a dataset of the Open Reaction Database (ORD), a public repository of structured organic reaction records. describe an organic reaction: reactants, conditions, products, and yield RXN SMILES: [Br:1][c:2]1[cH:3][c:4]([NH2:9])[c:5]([Cl:8])[n:6][cH:7]1.[C:21]([O:22][BH-:23]([O:24][C:25](=[O:26])[CH3:27])[O:28][C:29](=[O:30])[CH3:31])(=[O:32])[CH3:33].[C:35]([O:36][CH:37]([CH3:38])[CH3:39])(=[O:40])[CH3:41].[CH3:10][C:11]([CH3:12])=[O:13].[Na+:34].[OH:14][C:15]([C:16]([F:17])([F:18])[F:19])=[O:20]>>[Br:1][c:2]1[cH:3][c:4]([NH:9][CH:11]([CH3:10])[CH3:12])[c:5]([Cl:8])[n:6][cH:7]1. Yields the product CC(C)Nc1cc(Br)cnc1Cl. Starting materials: Nc1cc(Br)cnc1Cl, CC(=O)O[BH-](OC(C)=O)OC(C)=O, CC(=O)OC(C)C, CC(C)=O, [Na+], O=C(O)C(F)(F)F. Reactants: ClC1=NC=C(C2=C(C=CC=C12)C)C(=O)O (1-chloro-5-methylisoquinolin-4-carboxylic acid), CC1NC(CNC1)C (2,6-dimethylpiperazine). Yields the product ClC1=NC=C(C2=C(C=CC=C12)C)C(=O)N1CC(NC(C1)C)C ((1-Chloro-5-methylisoquinolin-4-yl)(3,5-dimethylpiperazin-1-yl)methanone). Reaction SMILES: [Cl:1][C:2]1[C:11]2[C:6](=[C:7]([CH3:12])[CH:8]=[CH:9][CH:10]=2)[C:5]([C:13]([OH:15])=O)=[CH:4][N:3]=1.[CH3:16][CH:17]1[CH2:22][NH:21][CH2:20][CH:19]([CH3:23])[NH:18]1>>[Cl:1][C:2]1[C:11]2[C:6](=[C:7]([CH3:12])[CH:8]=[CH:9][CH:10]=2)[C:5]([C:13]([N:21]2[CH2:20][CH:19]([CH3:23])[NH:18][CH:17]([CH3:16])[CH2:22]2)=[O:15])=[CH:4][N:3]=1. Procedure: This compound was prepared by using 1-chloro-5-methylisoquinolin-4-carboxylic acid (Intermediate-10) and 2,6-dimethylpiperazine by following the similar procedure as described for intermediate-11a. Starting materials: Ir(PPEI)COD, C(C(C)C)(=O)C1=CC=CC=C1 (isobutyrophenone), Cl(=O)(=O)(=O)[O-] (ClO4-), [OH-].[K+] (KOH). Solvent: C(C)(C)O (isopropanol), C(C)(C)O (isopropanol), N#N (N2). Reaction conditions: time 4 hour. Product: C1(=CC=CC=C1)C(O)C(C)C (phenylisopropylcarbinol). RXN SMILES: Cl([O-])(=O)(=O)=O.[OH-].[K+].[C:8]([C:13]1[CH:18]=[CH:17][CH:16]=[CH:15][CH:14]=1)(=[O:12])[CH:9]([CH3:11])[CH3:10]>C(O)(C)C.N#N>[C:13]1([CH:8]([CH:9]([CH3:11])[CH3:10])[OH:12])[CH:18]=[CH:17][CH:16]=[CH:15][CH:14]=1 |f:1.2|. Reported procedure: 12.2 mg (2×10-5 moles) of [Ir(PPEI)COD]+ClO4- (+) were suspended in 50 ml of isopropanol and oxidized with air for 4 hours. The resulting yellow solution was then degasified at reflux for 20 minutes in a nitrogen flow and successively treated with 4.4 ml of a deaerated isopropanol solution of KOH (4 mg of KOH), effecting a preliminary reduction for 30 minutes at reflux in N2. 3.0 ml of deaerated isobutyrophenone was then added to the solution. After 120 minutes a conversion to phenylisopropylcar... Starting materials: BrCCCCCC(=O)Cl (6-bromohexanoyl chloride), Cl (HCl), C(C#C)O (Propargyl alcohol), N1=CC=CC=C1 (pyridine), C(C#C)O (propargyl alcohol). The solvent is C1=CC=CC=C1 (benzene), C1=CC=CC=C1 (benzene). Reaction conditions: time 8 hour. Yields the product BrCCCCCC(=O)OCC#C (Prop-2-ynyl 6-bromohexanoate). As a reaction SMILES: C([OH:4])C#C.[Br:5][CH2:6][CH2:7][CH2:8][CH2:9][CH2:10][C:11](Cl)=[O:12].Cl.N1C=C[CH:18]=[CH:17][CH:16]=1>C1C=CC=CC=1>[Br:5][CH2:6][CH2:7][CH2:8][CH2:9][CH2:10][C:11]([O:12][CH2:16][C:17]#[CH:18])=[O:4]. Procedure: Propargyl alcohol (0.5 mL, 3.41 mmol, 1 eq.) was dissolved in 10 mL of dry pyridine and 10 mL of dry benzene under argon and this solution was cooled in an ice bath. 6-bromohexanoyl chloride (0.612 mL, 4.1 mmol, 1.2 eq.) dissolved in 10 mL of dry benzene under argon was then added dropwise to the propargyl alcohol solution and stirred overnight. The solution was acidified with 1M HCl, then extracted twice with CH2Cl2. The organic layers were twice washed with 1M NaOH, once washed with brine, and... The reactants are C(C=C)CC12C3C(C(C=C1)C2)C(=O)OC3=O (allylmethylbicyclo[2.2.1]hept-5-ene-2,3-dicarboxylic anhydride), NCCCCCCN (hexamethylene diamine). Reaction conditions: temperature 130 celsius. Yields the product C(C=C)CC12C3C(C(C=C1)C2)C(N(C3=O)CCCCCCN3C(=O)C2C1(C=CC(C2C3=O)C1)CCC=C)=O (N,N'-Hexamethylene-bis-(allylmethylbicyclo[2.2.1]hept-5-ene-2,3-dicarboximide)). As a reaction SMILES: [CH2:1]([CH2:4][C:5]12[CH2:11][CH:8]([CH:9]=[CH:10]1)[CH:7]1[C:12](O[C:15](=[O:16])[CH:6]21)=[O:13])[CH:2]=[CH2:3].[NH2:17][CH2:18][CH2:19][CH2:20][CH2:21][CH2:22][CH2:23][NH2:24]>>[CH2:1]([CH2:4][C:5]12[CH2:11][CH:8]([CH:9]=[CH:10]1)[CH:7]1[C:12](=[O:13])[N:17]([CH2:18][CH2:19][CH2:20][CH2:21][CH2:22][CH2:23][N:24]3[C:12](=[O:13])[CH:7]4[CH:6]([C:5]5([CH2:4][CH2:1][CH:2]=[CH2:3])[CH2:11][CH:8]4[CH:9]=[CH:10]5)[C:15]3=[O:16])[C:15](=[O:16])[CH:6]21)[CH:2]=[CH2:3]. Procedure: 300 g of allylmethylbicyclo[2.2.1]hept-5-ene-2,3-dicarboxylic anhydride are taken and heated to 130° C., and 79.9 g of melted hexamethylene diamine are added dropwise, with stirring. Water is removed by distillation, the temperature is raised to 180° C. and the pressure is reduced to 53 Pa. 180° C. and 53 Pa are maintained for 15 minutes. This gives 345 g (97% of theory) of a brown, viscous resin having a viscosity of 1.356 Pa.s at 80° C. The reactants are C(C)OC(=O)C=1N(C(=NC1C)C1=CC=C(C=C1)OC(F)(F)F)C1CC1 (3-cyclopropyl-5-methyl-2-(4-trifluoromethoxy-phenyl)-3H-imidazole-4-carboxylic acid ethyl ester), [OH-].[Na+] (sodium hydroxide). The solvent is CCO (EtOH). Product: C1(CC1)N1C(=NC(=C1C(=O)O)C)C1=CC=C(C=C1)OC(F)(F)F (3-Cyclopropyl-5-methyl-2-(4-trifluoromethoxy-phenyl)-3H-imidazole-4-carboxylic acid). Yield: 61.3%. Reaction SMILES: C([O:3][C:4]([C:6]1[N:7]([CH:23]2[CH2:25][CH2:24]2)[C:8]([C:12]2[CH:17]=[CH:16][C:15]([O:18][C:19]([F:22])([F:21])[F:20])=[CH:14][CH:13]=2)=[N:9][C:10]=1[CH3:11])=[O:5])C.[OH-].[Na+]>CCO>[CH:23]1([N:7]2[C:6]([C:4]([OH:5])=[O:3])=[C:10]([CH3:11])[N:9]=[C:8]2[C:12]2[CH:17]=[CH:16][C:15]([O:18][C:19]([F:22])([F:21])[F:20])=[CH:14][CH:13]=2)[CH2:25][CH2:24]1 |f:1.2|. Reported procedure: To 0.1 g (0.3 mmol) of 3-cyclopropyl-5-methyl-2-(4-trifluoromethoxy-phenyl)-3H-imidazole-4-carboxylic acid ethyl ester in 3 ml of EtOH was added 61 microliters of 6 M sodium hydroxide solution (0.4 mmol) and the mixture heated to reflux for 6 h. The solvent was then evaporated, 1M hydrochloric acid solution was added and the resulting precipitate was isolated by filtration, affording 0.06 g (62%) of the title compound as a white solid. MS: 327.1 (MH+). Starting materials: C1(CCCCC1)N(C(NC=1SC(=CN1)S(=O)(=O)NCC(=O)O)=O)C1CCCCC1 ([2-(3,3-dicyclohexyl-ureido)-thiazole-5-sulfonylamino]-acetic acid), C1(CCCCC1)NC1CCCCC1 (dicyclohexylamine), COC(=O)[C@H]1N(CCC1)S(=O)(=O)C1=CN=C(S1)N ((S)-1-(2-amino-thiazole-5-sulfonyl)-pyrrolidine-2-carboxylic acid methyl ester). Product: C1(CCCCC1)N(C(NC=1SC(=CN1)S(=O)(=O)N1[C@@H](CCC1)C(=O)O)=O)C1CCCCC1 ((S)-1-[2-(3,3-Dicyclohexyl-ureido)-thiazole-5-sulfonyl]-pyrrolidine-2-carboxylic acid). Reaction SMILES: [CH:1]1([N:7]([CH:24]2[CH2:29][CH2:28][CH2:27][CH2:26][CH2:25]2)[C:8](=[O:23])[NH:9][C:10]2[S:11][C:12]([S:15]([NH:18][CH2:19][C:20]([OH:22])=[O:21])(=[O:17])=[O:16])=[CH:13][N:14]=2)[CH2:6][CH2:5][CH2:4][CH2:3][CH2:2]1.[CH:30]1(NC2CCCCC2)[CH2:35]CCC[CH2:31]1.COC([C@@H]1CCCN1S(C1SC(N)=NC=1)(=O)=O)=O>>[CH:24]1([N:7]([CH:1]2[CH2:2][CH2:3][CH2:4][CH2:5][CH2:6]2)[C:8](=[O:23])[NH:9][C:10]2[S:11][C:12]([S:15]([N:18]3[CH2:35][CH2:30][CH2:31][C@H:19]3[C:20]([OH:22])=[O:21])(=[O:16])=[O:17])=[CH:13][N:14]=2)[CH2:29][CH2:28][CH2:27][CH2:26][CH2:25]1. Procedure details: Prepared in a similar manner to [2-(3,3-dicyclohexyl-ureido)-thiazole-5-sulfonylamino]-acetic acid via dicyclohexylamine and (S)-1-(2-amino-thiazole-5-sulfonyl)-pyrrolidine-2-carboxylic acid methyl ester to give the title compound.